Dataset: the Open Reaction Database (ORD), a public repository of structured organic reaction records. Task: describe an organic reaction: reactants, conditions, products, and yield Reactants: CCO, CN1CCN(CC#N)CC1, NO. Yields the product CN1CCN(CC(=N)NO)CC1. As a reaction SMILES: [CH3:13][CH2:14][OH:15].[CH3:1][N:2]1[CH2:3][CH2:4][N:5]([CH2:8][C:9]#[N:10])[CH2:6][CH2:7]1.[NH2:11][OH:12]>>[CH3:1][N:2]1[CH2:3][CH2:4][N:5]([CH2:8][C:9](=[NH:10])[NH:11][OH:12])[CH2:6][CH2:7]1.